This data is from the Open Reaction Database (ORD), a public repository of structured organic reaction records. The task is: describe an organic reaction: reactants, conditions, products, and yield As a reaction SMILES: [CH3:1][C@H:2]1[CH2:7][NH:6][CH2:5][CH2:4][N:3]1[C:8]([O:10][C:11]([CH3:14])([CH3:13])[CH3:12])=[O:9].F[C:16]1[CH:23]=[CH:22][C:19]([C:20]#[N:21])=[CH:18][CH:17]=1.C([O-])([O-])=O.[K+].[K+]>CC(=O)OCC>[C:20]([C:19]1[CH:22]=[CH:23][C:16]([N:6]2[CH2:5][CH2:4][N:3]([C:8]([O:10][C:11]([CH3:13])([CH3:12])[CH3:14])=[O:9])[C@@H:2]([CH3:1])[CH2:7]2)=[CH:17][CH:18]=1)#[N:21] |f:2.3.4|. Starting materials: C[C@@H]1N(CCNC1)C(=O)OC(C)(C)C ((S)-tert-butyl 2-methylpiperazine-1-carboxylate), FC1=CC=C(C#N)C=C1 (4-fluorobenzonitrile), C(=O)([O-])[O-].[K+].[K+] (K2CO3). Isolated yield 29.9%. Run in CC(OCC)=O (EA). Reaction conditions: temperature 110 celsius. Procedure details: (S)-tert-butyl 2-methylpiperazine-1-carboxylate (1 g, 4.99 mmol), 4-fluorobenzonitrile (0.605 g, 4.99 mmol), and K2CO3 (0.897 g, 6.49 mmol) were combined into a vial equipped with a stir bar. The reaction was heated to 110° C. for 48 h. Cooled to RT, diluted with EA and filtered. Concentrated to a clear oil and purified on silica gel (80 g, 10-20% EA in Hex) to give a clear oil (450 mg, 30% yield) which became a crystalline solid upon sitting. [M+H] calc'd for C17H23N3O2, 301. found, 301. The product is C(#N)C1=CC=C(C=C1)N1C[C@@H](N(CC1)C(=O)OC(C)(C)C)C ((S)-tert-butyl 4-(4-cyanophenyl)-2-methylpiperazine-1-carboxylate). Reactants: O=C(c1ccc(OCc2ccccc2)cc1)c1nn(C2CCCC2)c2c(C(F)(F)F)cccc12, CCO, CCOCC, CCCCCC, C1=CCCCC1, [Pd]. The product is O=C(c1ccc(O)cc1)c1nn(C2CCCC2)c2c(C(F)(F)F)cccc12. Reaction SMILES: [CH2:1]([c:2]1[cH:3][cH:4][cH:5][cH:6][cH:7]1)[O:8][c:9]1[cH:10][cH:11][c:12]([C:15](=[O:16])[c:17]2[n:18][n:19]([CH:30]3[CH2:31][CH2:32][CH2:33][CH2:34]3)[c:20]3[c:21]([C:26]([F:27])([F:28])[F:29])[cH:22][cH:23][cH:24][c:25]23)[cH:13][cH:14]1.[CH2:52]([OH:53])[CH3:54].[CH3:35][CH2:36][O:37][CH2:38][CH3:39].[CH3:40][CH2:41][CH2:42][CH2:43][CH2:44][CH3:45].[CH:46]1=[CH:51][CH2:50][CH2:49][CH2:48][CH2:47]1.[Pd:55]>>[OH:8][c:9]1[cH:10][cH:11][c:12]([C:15](=[O:16])[c:17]2[n:18][n:19]([CH:30]3[CH2:31][CH2:32][CH2:33][CH2:34]3)[c:20]3[c:21]([C:26]([F:27])([F:28])[F:29])[cH:22][cH:23][cH:24][c:25]23)[cH:13][cH:14]1. Starting materials: formula 2, C1(=CC=C(C=C1)S(=O)(=O)O)C (p-toluenesulfonic acid), O (water), OC1=C(C=CC=C1)N1C=CC=C1 (N-(2-hydroxyphenyl)pyrrole), C(C(=O)C)(=O)OCC (ethyl pyruvate). Run in C1=CC=CC=C1 (benzene). Conditions: time 18 hour. Yields the product C(C)OC(=O)C1(OC2=C(N3C1=CC=C3)C=CC=C2)C (4-methyl-4H-pyrrolo[2,1-c][1,4]benzoxazine-4-carboxylic acid ethyl ester). RXN SMILES: [OH:1][C:2]1[CH:7]=[CH:6][CH:5]=[CH:4][C:3]=1[N:8]1[CH:12]=[CH:11][CH:10]=[CH:9]1.[C:13]([O:18][CH2:19][CH3:20])(=[O:17])[C:14]([CH3:16])=O.C1(C)C=CC(S(O)(=O)=O)=CC=1.O>C1C=CC=CC=1>[CH2:19]([O:18][C:13]([C:14]1([CH3:16])[C:9]2=[CH:10][CH:11]=[CH:12][N:8]2[C:3]2[CH:4]=[CH:5][CH:6]=[CH:7][C:2]=2[O:1]1)=[O:17])[CH3:20]. Reported procedure: A solution of the compound of formula 2, N-(2-hydroxyphenyl)pyrrole (18 g), described in Example 1, ethyl pyruvate (13 g) and p-toluenesulfonic acid (1.8 g) in benzene (1.2 1) is stirred and heated at reflux with a Dean-Stark water trap for 30 min. The reaction mixture is allowed to cool and stand at room temperature for 18 hr. The mixture is filtered and the filtrate is washed with 5% NaHCO3, water, saturated brine solution, and then dried (MgSO4). The solvent is evaporated and the remaining ma... The reactants are CCNCC, CCOC(=O)C(=Cc1ccc(-c2cccc(NC)c2)cc1)OCC, O=C(Cl)Oc1ccc([N+](=O)[O-])cc1, ClCCl, O. Yields the product CCOC(=O)C(=Cc1ccc(-c2cccc(N(C)C(=O)Oc3ccc([N+](=O)[O-])cc3)c2)cc1)OCC. As a reaction SMILES: [CH2:14]([NH:15][CH2:16][CH3:17])[CH3:18].[CH2:19]([CH3:20])[O:21][C:22]([C:23](=[O:24])[O:25][CH2:26][CH3:27])=[CH:28][c:29]1[cH:30][cH:31][c:32](-[c:35]2[cH:36][c:37]([NH:41][CH3:42])[cH:38][cH:39][cH:40]2)[cH:33][cH:34]1.[Cl:1][C:2](=[O:3])[O:4][c:5]1[cH:6][cH:7][c:8]([N+:11](=[O:12])[O-:13])[cH:9][cH:10]1.[Cl:44][CH2:45][Cl:46].[OH2:43]>>[C:2](=[O:3])([O:4][c:5]1[cH:6][cH:7][c:8]([N+:11](=[O:12])[O-:13])[cH:9][cH:10]1)[N:41]([c:37]1[cH:36][c:35](-[c:32]2[cH:31][cH:30][c:29]([CH:28]=[C:22]([O:21][CH2:19][CH3:20])[C:23](=[O:24])[O:25][CH2:26][CH3:27])[cH:34][cH:33]2)[cH:40][cH:39][cH:38]1)[CH3:42]. Starting materials: BrCC1=C(C(=C(C(=C1C)CBr)C)CBr)C (1,3,5-tris(bromomethyl)-2,4,6-trimethylbenzene), ClC=1N=CNC1Cl (4,5-dichloroimidazole), C1CCOC1 (THF), BrCCC1=CC2=CC=CC=C2C=C1 (2-(bromoethyl)naphthalene), [OH-].[K+] (Potassium hydroxide). Yields the product [Br-].CC1=C(C(=C(C(=C1C[N+]1=CN(C(=C1Cl)Cl)CCC1=CC2=CC=CC=C2C=C1)C)C[N+]1=CN(C(=C1Cl)Cl)CCC1=CC2=CC=CC=C2C=C1)C)C[N+]1=CN(C(=C1Cl)Cl)CCC1=CC2=CC=CC=C2C=C1.[Br-].[Br-] (3,3′,3″-(2,4,6-trimethylbenzene-1,3,5-triyl)tris(methylene)tris(4,5-dichloro-1-(2-(naphthalen-2-yl)ethyl)-1H-imidazol-3-ium) bromide). As a reaction SMILES: [Cl:1][C:2]1[N:3]=[CH:4][NH:5][C:6]=1[Cl:7].[OH-].[K+].[Br:10][CH2:11][CH2:12][C:13]1[CH:22]=[CH:21][C:20]2[C:15](=[CH:16][CH:17]=[CH:18][CH:19]=2)[CH:14]=1.[Br:23][CH2:24][C:25]1[C:30]([CH3:31])=[C:29]([CH2:32]Br)[C:28]([CH3:34])=[C:27]([CH2:35]Br)[C:26]=1[CH3:37].[CH2:38]1[CH2:42]O[CH2:40][CH2:39]1>>[Br-:10].[CH3:37][C:26]1[C:25]([CH2:24][N+:3]2[C:2]([Cl:1])=[C:6]([Cl:7])[N:5]([CH2:11][CH2:12][C:13]3[CH:22]=[CH:21][C:20]4[C:15](=[CH:16][CH:17]=[CH:18][CH:19]=4)[CH:14]=3)[CH:4]=2)=[C:30]([CH3:31])[C:29]([CH2:32][N+:3]2[C:2]([Cl:1])=[C:6]([Cl:7])[N:5]([CH2:40][CH2:39][C:38]3[CH:42]=[CH:40][C:39]4[C:38](=[CH:39][CH:40]=[CH:42][CH:38]=4)[CH:42]=3)[CH:4]=2)=[C:28]([CH3:34])[C:27]=1[CH2:35][N+:3]1[C:2]([Cl:1])=[C:6]([Cl:7])[N:5]([CH2:11][CH2:12][C:13]2[CH:22]=[CH:21][C:20]3[C:15](=[CH:16][CH:17]=[CH:18][CH:19]=3)[CH:14]=2)[CH:4]=1.[Br-:23].[Br-:10] |f:1.2,6.7.8.9|. Procedure details: 4,5-dichloroimidazole (3.00 g, 21.90 mmol) was dissolved in THF and brought to reflux. Potassium hydroxide (2.46 g, 43.80 mmol) was added to the solution and allowed to reflux for 30 min. 2-(bromoethyl)naphthalene (5.15 g, 21.90 mmol) was added to the solution and refluxed for 3 h. Solution was filtered while hot to remove the KBr precipitate and the filtrate was returned to reflux. 1,3,5-tris(bromomethyl)-2,4,6-trimethylbenzene (2.91 g, 7.30 mmol) was added to the solution and refluxed overnigh... Starting materials: CC(C)([O-])C.[K+] (potassium t-butoxide), OC1=CC=C(C=C1)C1=CC(=CC(=C1)C1=CC=C(C=C1)O)C1=CC=C(C=C1)O (1,3,5-tris(4-hydroxyphenyl)benzene), O1CCCC1 (tetrahydrofuran), BrC(C(=O)[O-])C(C)(C)C (bromo-t-butylacetate). Run at time 5 minute. The product is C(C)(C)(C)OC(=O)COC1=C(C=CC=C1)C1=CC(=CC(=C1)C1=CC=C(C=C1)O)C1=CC=C(C=C1)O (1-(t-butoxycarbonylmethoxyphenyl)-3,5-di(4-hydroxyphenyl)benzene). RXN SMILES: O[C:2]1[CH:7]=[CH:6][C:5]([C:8]2[CH:13]=[C:12]([C:14]3[CH:19]=[CH:18][C:17]([OH:20])=[CH:16][CH:15]=3)[CH:11]=[C:10]([C:21]3[CH:26]=[CH:25][C:24]([OH:27])=[CH:23][CH:22]=3)[CH:9]=2)=[CH:4][CH:3]=1.[CH3:28][C:29]([CH3:32])([O-:31])[CH3:30].[K+].Br[CH:35](C(C)(C)C)[C:36]([O-:38])=O.[O:43]1CCCC1>>[C:29]([O:31][C:35]([CH2:36][O:38][C:4]1[CH:3]=[CH:2][CH:7]=[CH:6][C:5]=1[C:8]1[CH:13]=[C:12]([C:14]2[CH:19]=[CH:18][C:17]([OH:20])=[CH:16][CH:15]=2)[CH:11]=[C:10]([C:21]2[CH:26]=[CH:25][C:24]([OH:27])=[CH:23][CH:22]=2)[CH:9]=1)=[O:43])([CH3:32])([CH3:30])[CH3:28] |f:1.2|. Reported procedure: 18 g of 1,3,5-tris(4-hydroxyphenyl)benzene was dissolved in 500 ml of tetrahydrofuran. 6 g of potassium t-butoxide was added and the mixture was stirred at room temperature for five minutes. After the addition of 10 g of bromo-t-butylacetate dropwise, the mixture was stirred for six hours while heating at 60° C. After evaporating tetrahydrofuran under reduced-pressure, the reaction product was extracted with 300 ml of dichloromethane, purified using a silica gel column, and dried to obtain 4.6 g... Reactants: C1(=CC=CC=C1)OS(=O)(=O)C1=C(C=C(C(=C1)S(N)(=O)=O)N(C1=CC=CC=C1)C)Cl (2-chloro-4-(N-methylanilino)-5-sulfamoylbenzene sulfonic acid phenyl ester), S1C(=CC=C1)CN (2-thienylmethyl amine). Yields the product C1(=CC=CC=C1)OS(=O)(=O)C1=C(C=C(C(=C1)S(N)(=O)=O)N(C1=CC=CC=C1)C)NCC=1SC=CC1 (2-(thienylmethylamino)-4-(N-methylanilino)-5-sulfamoylbenzene sulfonic acid phenyl ester). Isolated yield 94.0%. Reaction SMILES: [C:1]1([O:7][S:8]([C:11]2[CH:16]=[C:15]([S:17](=[O:20])(=[O:19])[NH2:18])[C:14]([N:21]([CH3:28])[C:22]3[CH:27]=[CH:26][CH:25]=[CH:24][CH:23]=3)=[CH:13][C:12]=2Cl)(=[O:10])=[O:9])[CH:6]=[CH:5][CH:4]=[CH:3][CH:2]=1.[S:30]1[CH:34]=[CH:33][CH:32]=[C:31]1[CH2:35][NH2:36]>>[C:1]1([O:7][S:8]([C:11]2[CH:16]=[C:15]([S:17](=[O:20])(=[O:19])[NH2:18])[C:14]([N:21]([CH3:28])[C:22]3[CH:27]=[CH:26][CH:25]=[CH:24][CH:23]=3)=[CH:13][C:12]=2[NH:36][CH2:35][C:31]2[S:30][CH:34]=[CH:33][CH:32]=2)(=[O:10])=[O:9])[CH:6]=[CH:5][CH:4]=[CH:3][CH:2]=1. Procedure: 182 g of 2-chloro-4-(N-methylanilino)-5-sulfamoylbenzene sulfonic acid phenyl ester (0.4 mol) are reacted with 0.5 liter of 2-thienylmethyl amine according to Example 1. Working up in the manner described in Example 1 gives 200 g of 2-(thienylmethylamino)-4-(N-methylanilino)-5-sulfamoylbenzene sulfonic acid phenyl ester in chromatographically pure form. Yield: 94% of the theory. The product sinters at a temperature above 90° C.